Dataset: the Open Reaction Database (ORD), a public repository of structured organic reaction records. Task: describe an organic reaction: reactants, conditions, products, and yield Reactants: C(C)S(=O)(=O)Cl (ethanesulfonyl chloride), BrC1=CC=C(N)C=C1 (4-bromoaniline), Cl (HCl). The solvent is N1=CC=CC=C1 (pyridine). Run at time 2 hour. The product is BrC1=CC=C(C=C1)NS(=O)(=O)CC (N-(4-bromophenyl)ethanesulfonamide). Isolated yield 91.8%. Reaction SMILES: [CH2:1]([S:3](Cl)(=[O:5])=[O:4])[CH3:2].[Br:7][C:8]1[CH:14]=[CH:13][C:11]([NH2:12])=[CH:10][CH:9]=1.Cl>N1C=CC=CC=1>[Br:7][C:8]1[CH:14]=[CH:13][C:11]([NH:12][S:3]([CH2:1][CH3:2])(=[O:5])=[O:4])=[CH:10][CH:9]=1. Procedure details: A mixture of ethanesulfonyl chloride (2.1 mL, 22 mmol), and 4-bromoaniline (3.44 g, 20 mmol) in pyridine (35 mL) was stirred at room temperature for 2 hours. The reaction mixture was acidified with 1N HCl solution and extracted with ether. The combined organic layers were dried over magnesium sulfate, and concentrated. The solid was triturated with hexane to afford the title compound (4.85 g, 92%). The reactants are S-oxide, [Si](C)(C)(C(C)(C)C)O[C@H](C)[C@@H]1[C@@H]2N(C(=C([C@@H]2C)S(=O)C2=CC=CC=C2)C(=O)OCC2=CC=C(C=C2)[N+](=O)[O-])C1=O (4-nitrobenzyl (1R, 5S,6S)-6-[1(R)-t-butyldimethylsilyloxyethyl]-1-methyl-2-phenylsulfinyl-1-carbapen-2-em-3-carboxylate), [N+](=O)([O-])C1=CC=C(COC(=O)NCCS)C=C1 (2-(4-nitrobenzyloxycarbonyl)aminoethylmercaptan). Yields the product [Si](C)(C)(C(C)(C)C)O[C@H](C)[C@@H]1[C@@H]2N(C(=C([C@@H]2C)SCCNC(=O)OCC2=CC=C(C=C2)[N+](=O)[O-])C(=O)OCC2=CC=C(C=C2)[N+](=O)[O-])C1=O (4-Nitrobenzyl (1R, 5S,6S)-6-[1(R)-t-butyldimethylsilyloxyethyl]-1-methyl-2-[2-(4-nitrobenzyloxycarbonyl)aminoethylthio]-1-carbapen-2-em-3-carboxylate). Yield: 81.0%. Reaction SMILES: [Si:1]([O:8][C@@H:9]([C@H:11]1[C:39](=[O:40])[N:13]2[C:14]([C:26]([O:28][CH2:29][C:30]3[CH:35]=[CH:34][C:33]([N+:36]([O-:38])=[O:37])=[CH:32][CH:31]=3)=[O:27])=[C:15](S(C3C=CC=CC=3)=O)[C@H:16]([CH3:17])[C@H:12]12)[CH3:10])([C:4]([CH3:7])([CH3:6])[CH3:5])([CH3:3])[CH3:2].[N+:41]([C:44]1[CH:57]=[CH:56][C:47]([CH2:48][O:49][C:50]([NH:52][CH2:53][CH2:54][SH:55])=[O:51])=[CH:46][CH:45]=1)([O-:43])=[O:42]>>[Si:1]([O:8][C@@H:9]([C@H:11]1[C:39](=[O:40])[N:13]2[C:14]([C:26]([O:28][CH2:29][C:30]3[CH:35]=[CH:34][C:33]([N+:36]([O-:38])=[O:37])=[CH:32][CH:31]=3)=[O:27])=[C:15]([S:55][CH2:54][CH2:53][NH:52][C:50]([O:49][CH2:48][C:47]3[CH:56]=[CH:57][C:44]([N+:41]([O-:43])=[O:42])=[CH:45][CH:46]=3)=[O:51])[C@H:16]([CH3:17])[C@H:12]12)[CH3:10])([C:4]([CH3:5])([CH3:6])[CH3:7])([CH3:3])[CH3:2]. Procedure: Following a procedure similar to that described in Example 21(b), but using the S-oxide isomer of lower polarity of the 4-nitrobenzyl (1R, 5S,6S)-6-[1(R)-t-butyldimethylsilyloxyethyl]-1-methyl-2-phenylsulfinyl-1-carbapen-2-em-3-carboxylate (prepared as described in Preparation 2) and 2-(4-nitrobenzyloxycarbonyl)aminoethylmercaptan as starting materials, in relative proportions similar to those used in that Example, the title compound was obtained in a yield of 81%. The reactants are Cl.ClC1=C(SC=C1)C(=O)C1CCNCC1 ((3-chloro-thiophen-2-yl)-piperidin-4-yl-methanone hydrochloride), C(C)(C)(C)OC(N[C@@H]1CC[C@H](CC1)CC=O)=O ([trans-4-(2-oxo-ethyl)-cyclohexyl]-carbamic acid tert-butyl ester), C(C)(C)(C)OC(N[C@@H]1CC[C@H](CC1)CC=O)=O ([trans-4-(2-oxo-ethyl)-cyclohexyl]-carbamic acid tert-butyl ester). Product: C(C)(C)(C)OC(N[C@@H]1CC[C@H](CC1)CCN1CCC(CC1)C(=O)C=1SC=CC1Cl)=O ((trans-4-{2-[4-(3-Chloro-thiophene-2-carbonyl)-piperidin-1-yl]-ethyl}-cyclohexyl)-carbamic acid tert-butyl ester). RXN SMILES: Cl.[Cl:2][C:3]1[CH:7]=[CH:6][S:5][C:4]=1[C:8]([CH:10]1[CH2:15][CH2:14][NH:13][CH2:12][CH2:11]1)=[O:9].[C:16]([O:20][C:21](=[O:32])[NH:22][C@H:23]1[CH2:28][CH2:27][C@H:26]([CH2:29][CH:30]=O)[CH2:25][CH2:24]1)([CH3:19])([CH3:18])[CH3:17]>>[C:16]([O:20][C:21](=[O:32])[NH:22][C@H:23]1[CH2:24][CH2:25][C@H:26]([CH2:29][CH2:30][N:13]2[CH2:14][CH2:15][CH:10]([C:8]([C:4]3[S:5][CH:6]=[CH:7][C:3]=3[Cl:2])=[O:9])[CH2:11][CH2:12]2)[CH2:27][CH2:28]1)([CH3:19])([CH3:18])[CH3:17] |f:0.1|. Reported procedure: From (3-chloro-thiophen-2-yl)-piperidin-4-yl-methanone hydrochloride (100 mg) and [trans-4-(2-oxo-ethyl)-cyclohexyl]-carbamic acid tert-butyl ester (intermediate C, 91 mg) by procedure A. 1. Yield: 85 mg (50%). White foam. MS (m/z): 455.3 ([M+H]+). Starting materials: CO (methanol), C1(=CC=CC=C1)C (toluene), [H-].C(C(C)C)[Al+]CC(C)C (diisobutylaluminum hydride), CC1=C(N=C(O1)C1=CC(=CC=C1)C)CCOC1=CC=C(/C=C/C(=O)OCC)C=C1 (ethyl (E)-4-[2-[5-methyl-2-(3-methylphenyl)-4-oxazolyl]ethoxy]cinnamate). Run in ClCCl (dichloromethane), O (water). Reaction conditions: time 2 hour. Product: CC1=C(N=C(O1)C1=CC(=CC=C1)C)CCOC1=CC=C(C=C1)/C=C/CO ((E)-3-[4-[2-[5-methyl-2-(3-methylphenyl)-4-oxazolyl]ethoxy]phenyl]-2-propen-1-ol). The yield is 65.0%. Reaction SMILES: C1(C)C=CC=CC=1.[H-].C([Al+]CC(C)C)C(C)C.[CH3:18][C:19]1[O:23][C:22]([C:24]2[CH:29]=[CH:28][CH:27]=[C:26]([CH3:30])[CH:25]=2)=[N:21][C:20]=1[CH2:31][CH2:32][O:33][C:34]1[CH:46]=[CH:45][C:37](/[CH:38]=[CH:39]/[C:40](OCC)=[O:41])=[CH:36][CH:35]=1.CO>ClCCl.O>[CH3:18][C:19]1[O:23][C:22]([C:24]2[CH:29]=[CH:28][CH:27]=[C:26]([CH3:30])[CH:25]=2)=[N:21][C:20]=1[CH2:31][CH2:32][O:33][C:34]1[CH:35]=[CH:36][C:37](/[CH:38]=[CH:39]/[CH2:40][OH:41])=[CH:45][CH:46]=1 |f:1.2|. Procedure details: A toluene solution of diisobutylaluminum hydride (1.5M, 9.3 ml) was added dropwise at 0° C. to a suspension of ethyl (E)-4-[2-[5-methyl-2-(3-methylphenyl)-4-oxazolyl]ethoxy]cinnamate (2.48 g) in dichloromethane (50 ml). The mixture was stirred for 2 hours at room temperature, to which were then added, under ice-cooling, methanol (3 ml) and, then, water (30 ml). The mixture was subjected to filtration through a celite layer. The organic layer was washed with water, dried (MgSO4) and, then, concen... Starting materials: CO, O=S(=O)(Nc1cc(OCC2COC3(CCCCC3)O2)nc(SCc2cccc(F)c2F)n1)N1CCC1, Cc1ccc(S(=O)(=O)[O-])cc1, c1cc[nH+]cc1. Yields the product O=S(=O)(Nc1cc(OCC(O)CO)nc(SCc2cccc(F)c2F)n1)N1CCC1. As a reaction SMILES: [CH3:54][OH:55].[F:1][c:2]1[c:3]([CH2:9][S:10][c:11]2[n:12][c:13]([O:25][CH2:26][CH:27]3[O:28][C:29]4([O:30][CH2:31]3)[CH2:32][CH2:33][CH2:34][CH2:35][CH2:36]4)[cH:14][c:15]([NH:17][S:18](=[O:19])(=[O:20])[N:21]3[CH2:22][CH2:23][CH2:24]3)[n:16]2)[cH:4][cH:5][cH:6][c:7]1[F:8].[c:37]1([CH3:38])[cH:39][cH:40][c:41]([S:42]([O-:43])(=[O:44])=[O:45])[cH:46][cH:47]1.[nH+:48]1[cH:49][cH:50][cH:51][cH:52][cH:53]1>>[F:1][c:2]1[c:3]([CH2:9][S:10][c:11]2[n:12][c:13]([O:25][CH2:26][CH:27]([OH:28])[CH2:31][OH:30])[cH:14][c:15]([NH:17][S:18](=[O:19])(=[O:20])[N:21]3[CH2:22][CH2:23][CH2:24]3)[n:16]2)[cH:4][cH:5][cH:6][c:7]1[F:8]. The reactants are CO (MeOH), ClC1=C(C=O)C=CC=C1Cl (2,3-dichlorobenzaldehyde), [BH4-].[Na+] (NaBH4). Solvent: [OH-].[Na+] (NaOH). Run at time 2.5 hour. Product: ClC1=C(CO)C=CC=C1Cl (2,3-dichlorobenzylalcohol). Isolated yield 100.5%. Reaction SMILES: CO.[Cl:3][C:4]1[C:11]([Cl:12])=[CH:10][CH:9]=[CH:8][C:5]=1[CH:6]=[O:7].[BH4-].[Na+]>[OH-].[Na+]>[Cl:3][C:4]1[C:11]([Cl:12])=[CH:10][CH:9]=[CH:8][C:5]=1[CH2:6][OH:7] |f:2.3,4.5|. Procedure details: To solution of MeOH (150 ml) containing 2,3-dichlorobenzaldehyde (20 g, 0.11 mole), cooled in ice bath, was added a solution of NaBH4 (4.54 g, 0.12 mole) in 0.2 M NaOH (15 mL) slowly over 15 min under nitrogen atmosphere. After completion of the addition, the mixture was allowed to warm up gradually to rt, and stirred for 2.5 h at rt. The reaction was quenched by cooling the mixture and pouring it slowly to ice water (˜700 mL). The mixing led to formation of white precipitates. After stirring fo...